This data is from the Open Reaction Database (ORD), a public repository of structured organic reaction records. The task is: describe an organic reaction: reactants, conditions, products, and yield The reactants are glass, C(C)(=O)C1=CC=CC=C1 (acetophenone), C(C)O (ethanol), [Rh(norbornadiene) (iso-propylphenylmethylphosphine)2 ]BF4, P (phosphine). Solvent: O (water). Reaction conditions: temperature 60 celsius, time 5 hour. Product: CC(C1=CC=CC=C1)O (α-methylbenzyl alcohol). As a reaction SMILES: P.[C:2]([C:5]1[CH:10]=[CH:9][CH:8]=[CH:7][CH:6]=1)(=[O:4])[CH3:3].C(O)C>O>[CH3:3][CH:2]([OH:4])[C:5]1[CH:10]=[CH:9][CH:8]=[CH:7][CH:6]=1. Reported procedure: Into a 3 ounce glass pressure bottle are placed 180 milligrams of [Rh(norbornadiene) (iso-propylphenylmethylphosphine)2 ]BF4 ([α]D25 = +11.0° for the phosphine), 7.7 grams of acetophenone, 3 ml absolute ethanol, and 0.12 ml water. The bottle is flushed and filled with hydrogen as in Example 1 to 30 psig. The bottle is warmed to 60°C and the contents stirred for 5 hours. Distillation of the reaction mass affords pure α-methylbenzyl alcohol, [α]D25 = -1.78°, optical purity = 4.2%. Reactants: ClC1=CC=C(C=N1)CO ((6-chloropyridin-3-yl)methanol), TEA, C(=C)[B-](F)(F)F.[K+] (potassium vinyltrifluoroborate), C(Cl)Cl (DCM). Run in C(C)(C)O (isopropanol). Conditions: temperature 80 celsius. The product is C(=C)C1=CC=C(C=N1)CO ((6-vinylpyridin-3-yl)methanol). Isolated yield 54.4%. RXN SMILES: Cl[C:2]1[N:7]=[CH:6][C:5]([CH2:8][OH:9])=[CH:4][CH:3]=1.[CH:10]([B-](F)(F)F)=[CH2:11].[K+].C(Cl)Cl>C(O)(C)C>[CH:10]([C:2]1[N:7]=[CH:6][C:5]([CH2:8][OH:9])=[CH:4][CH:3]=1)=[CH2:11] |f:1.2|. Procedure details: A 100 mL sealed tube was charged with a solution of (6-chloropyridin-3-yl)methanol (0.5 g, 3.4 mmol, Org. Lett. 2005, p 2965-2967) dissolved in isopropanol (10 mL), potassium vinyltrifluoroborate (1 g, 7.63 mmol, Aldrich), [1,1,-bis(diphenyl phosphino)ferrocine]dichloro palladium(II) complex with DCM (0.277 g, 0.34 mmol, Aldrich) and TEA (0.92 mL, 6.8 mmol). The mixture was degassed with nitrogen then heated at about 80° C. for about 12 h. The reaction mixture was cooled to RT, filtered and wash... Reaction SMILES: [CH2:1]([O:8][C:9]([NH:11][CH2:12][C:13]([OH:15])=O)=[O:10])[C:2]1[CH:7]=[CH:6][CH:5]=[CH:4][CH:3]=1.[CH3:16][C:17]1([CH3:24])[NH:21][C:20](=[O:22])[CH:19]([CH3:23])[NH:18]1>>[CH2:1]([O:8][C:9]([NH:11][CH2:12][C:13]([N:18]1[CH:19]([CH3:23])[C:20](=[O:22])[NH:21][C:17]1([CH3:24])[CH3:16])=[O:15])=[O:10])[C:2]1[CH:3]=[CH:4][CH:5]=[CH:6][CH:7]=1. The product is C(C1=CC=CC=C1)OC(=O)NCC(=O)N1C(NC(C1C)=O)(C)C (1-(2-benzyloxycarbonylaminoacetyl)-2,2,5-trimethyl-4-imidazolidinone). Starting materials: C(C1=CC=CC=C1)OC(=O)NCC(=O)O (N-benzyloxycarbonylglycine), CC1(NC(C(N1)=O)C)C (2,2,5-trimethyl-4-imidazolidinone). Procedure: The same procedure of the Example 2, starting from N-benzyloxycarbonylglycine and 2,2,5-trimethyl-4-imidazolidinone (m.p. 74°-75° C.; obtained from DL-alaninamide and acetone), afforded 1-(2-benzyloxycarbonylaminoacetyl)-2,2,5-trimethyl-4-imidazolidinone, m.p 170°-171° C., then the title compound m.p. 161°-163° C. dec. Mass spectrum (C.I., i--C4H10, 70 eV, 1.5 mA), m/z=186 (MH+). The reactants are CC(=O)OC=O, CC1(C)OCCC2C(N)C(=O)N21, c1ccncc1. Product: CC1(C)OCCC2C(NC=O)C(=O)N21. As a reaction SMILES: [CH:13](=[O:14])[O:15][C:16](=[O:17])[CH3:18].[NH2:1][CH:2]1[CH:3]2[CH2:4][CH2:5][O:6][C:7]([CH3:11])([CH3:12])[N:8]2[C:9]1=[O:10].[cH:19]1[cH:20][cH:21][n:22][cH:23][cH:24]1>>[NH:1]([CH:2]1[CH:3]2[CH2:4][CH2:5][O:6][C:7]([CH3:11])([CH3:12])[N:8]2[C:9]1=[O:10])[CH:13]=[O:14]. The reactants are NC1=C(C(C2=C(N=C(N=C2)NC2=CC=C(C=C2)[C@H]2[C@@H](C2)NC(OC(C)(C)C)=O)N1CC)=O)C(N)=O (tert-Butyl (±)-{trans-2-[4-(7-amino-6-carbamoyl-8-ethyl-5-oxo-5,8-dihydropyrido[2,3-d]pyrimidin-2-ylamino)phenyl]cyclopropyl}carbamate), Cl (hydrogen chloride). Solvent: ClCCl.CO (dichloromethane methanol), CCOCC (ether), O1CCOCC1 (dioxane). Reaction conditions: time 5 hour. Product: Cl.NC1=C(C(C2=C(N=C(N=C2)NC2=CC=C(C=C2)[C@H]2[C@@H](C2)N)N1CC)=O)C(=O)N ((±)-7-Amino-2-[4-(trans-2-aminocyclopropyl)phenylamino]-8-ethyl-5-oxo-5,8-dihydropyrido[2,3-d]pyrimidine-6-carboxamide hydrochloride). The yield is 120.2%. RXN SMILES: [NH2:1][C:2]1[N:29]([CH2:30][CH3:31])[C:6]2[N:7]=[C:8]([NH:11][C:12]3[CH:17]=[CH:16][C:15]([C@@H:18]4[CH2:20][C@H:19]4[NH:21]C(=O)OC(C)(C)C)=[CH:14][CH:13]=3)[N:9]=[CH:10][C:5]=2[C:4](=[O:32])[C:3]=1[C:33](=[O:35])[NH2:34].[ClH:36]>ClCCl.CO.O1CCOCC1.CCOCC>[ClH:36].[NH2:1][C:2]1[N:29]([CH2:30][CH3:31])[C:6]2[N:7]=[C:8]([NH:11][C:12]3[CH:13]=[CH:14][C:15]([C@@H:18]4[CH2:20][C@H:19]4[NH2:21])=[CH:16][CH:17]=3)[N:9]=[CH:10][C:5]=2[C:4](=[O:32])[C:3]=1[C:33]([NH2:34])=[O:35] |f:2.3,6.7|. Reported procedure: To a suspension of 0.46 g (0.96 mmol) of the product prepared in step 15.4 in 20 mL of a dichloromethane/methanol mixture (1/1) are added 4.8 mL (19.2 mmol) of 4N hydrogen chloride in dioxane. The mixture is stirred for 5 hours at room temperature and then diluted with ether, and the solid is drained by suction, rinsed with ether and dried in an oven under vacuum. 0.48 g of a dark violet solid is obtained, and is used as obtained in the following step. Yield (dihydrochloride)=quantitative. The reactants are C([O-])([O-])=O.[Na+].[Na+] (sodium carbonate), ClC1=C(C=NC2=CC(=C(C=C12)OCC)OCC)C#N (4-chloro-6,7-diethoxy-quinoline-3-carbonitrile), NC1=CC=C2COC(=O)C2=C1 (6-Aminophthalide), Cl.N1=CC=CC=C1 (pyridine hydrochloride), ice water. The solvent is COCCO (2-methoxyethanol). Run at temperature 100 celsius. The product is C(C)OC=1C=C2C(=C(C=NC2=CC1OCC)C#N)NC=1C=C2C(OCC2=CC1)=O (6,7-Diethoxy-4-(3-oxo-1,3-dihydro-isobenzofuran-5-ylamino)-quinoline-3-carbonitrile). The yield is 95.0%. RXN SMILES: Cl[C:2]1[C:11]2[C:6](=[CH:7][C:8]([O:15][CH2:16][CH3:17])=[C:9]([O:12][CH2:13][CH3:14])[CH:10]=2)[N:5]=[CH:4][C:3]=1[C:18]#[N:19].[NH2:20][C:21]1[CH:30]=[C:29]2[C:24]([CH2:25][O:26][C:27]2=[O:28])=[CH:23][CH:22]=1.Cl.N1C=CC=CC=1.C(=O)([O-])[O-].[Na+].[Na+]>COCCO>[CH2:13]([O:12][C:9]1[CH:10]=[C:11]2[C:6](=[CH:7][C:8]=1[O:15][CH2:16][CH3:17])[N:5]=[CH:4][C:3]([C:18]#[N:19])=[C:2]2[NH:20][C:21]1[CH:30]=[C:29]2[C:24](=[CH:23][CH:22]=1)[CH2:25][O:26][C:27]2=[O:28])[CH3:14] |f:2.3,4.5.6|. Procedure: A solution of 400 mg (1.44 mM) of 4-chloro-6,7-diethoxy-quinoline-3-carbonitrile, 230 mg (1.54 mM) of 6-Aminophthalide and 161 mg of pyridine hydrochloride in 12 ml of 2-methoxyethanol was refluxed for 3 hours. To the warm solution was added 1 ml of 1M sodium carbonate and the sample was heated for 5 minutes at 100° C., then poured into 300 ml of ice water. The solid was collected, washed with water followed by ether and dried under vacuum at 80° C. to yield 535 mg of 6,7-Diethoxy-4-(3-oxo-1,3-d... The reactants are FC1=CC=C(C(=C1F)NC1=C(C=C(C=C1)I)F)N (5,6-difluoro-N1-(2-fluoro-4-iodophenyl)benzene-1,2-diamine), CN1C(=NC(=C1)S(=O)(=O)Cl)C (1,2-dimethyl-1H-imidazole-4-sulfonyl chloride). Yields the product FC=1C(=C(C=CC1F)NS(=O)(=O)C=1N=C(N(C1)C)C)NC1=C(C=C(C=C1)I)F (N-(3,4-difluoro-2-(2-fluoro-4-iodophenylamino)phenyl)-1,2-dimethyl-1H-imidazole-4-sulfonamide). Reaction SMILES: [F:1][C:2]1[C:7]([F:8])=[C:6]([NH:9][C:10]2[CH:15]=[CH:14][C:13]([I:16])=[CH:12][C:11]=2[F:17])[C:5]([NH2:18])=[CH:4][CH:3]=1.[CH3:19][N:20]1[CH:24]=[C:23]([S:25](Cl)(=[O:27])=[O:26])[N:22]=[C:21]1[CH3:29]>>[F:8][C:7]1[C:6]([NH:9][C:10]2[CH:15]=[CH:14][C:13]([I:16])=[CH:12][C:11]=2[F:17])=[C:5]([NH:18][S:25]([C:23]2[N:22]=[C:21]([CH3:29])[N:20]([CH3:19])[CH:24]=2)(=[O:27])=[O:26])[CH:4]=[CH:3][C:2]=1[F:1]. Reported procedure: According to the general procedure B, 5,6-difluoro-N1-(2-fluoro-4-iodophenyl)benzene-1,2-diamine was reacted with 1,2-dimethyl-1H-imidazole-4-sulfonyl chloride to obtain the title compound. 1H NMR (300 MHz, CDCl3): δ 7.95 (br s, 1H), 7.37 (dd, J=1.8 & 10.8 Hz, 1H), 7.32-7.14 (m, 3H), 6.98 (dd, J=9.6 & 17.7 Hz, 1H), 5.87 (dt, J=4.2, 9.0 & 17.4 Hz, 1H), 5.55 (br s, 1H), 3.49 (s, 3H), 2.31 (s, 3H). The reactants are CCOCCBr, [H-], [Na+], CN(C)C=O, COC(=O)c1ccccc1OCCN1CCC(c2c[nH]c3ccccc23)CC1. Yields the product CCOCCn1cc(C2CCN(CCOc3ccccc3C(=O)OC)CC2)c2ccccc21. Reaction SMILES: [CH2:31]([CH3:32])[O:33][CH2:34][CH2:35][Br:36].[H-:29].[Na+:30].[O:37]=[CH:38][N:39]([CH3:40])[CH3:41].[nH:1]1[cH:2][c:3]([CH:10]2[CH2:11][CH2:12][N:13]([CH2:16][CH2:17][O:18][c:19]3[c:20]([C:21](=[O:22])[O:23][CH3:24])[cH:25][cH:26][cH:27][cH:28]3)[CH2:14][CH2:15]2)[c:4]2[cH:5][cH:6][cH:7][cH:8][c:9]12>>[n:1]1([CH2:35][CH2:34][O:33][CH2:31][CH3:32])[cH:2][c:3]([CH:10]2[CH2:11][CH2:12][N:13]([CH2:16][CH2:17][O:18][c:19]3[c:20]([C:21](=[O:22])[O:23][CH3:24])[cH:25][cH:26][cH:27][cH:28]3)[CH2:14][CH2:15]2)[c:4]2[cH:5][cH:6][cH:7][cH:8][c:9]12. Reactants: ClCCOC1=NNC2=NC=NC(=C21)NC2=CC(=C(C=C2)OCC2=NC=CC=C2)Cl (3-(2-chloroethoxy)-N-[3-chloro-4-(pyridin-2-ylmethoxy)phenyl]-1H-pyrazolo[3,4-d]pyrimidin-4-amine), N1C[C@H](CC1)O ((S)-3-pyrrolidinol). Yields the product ClC=1C=C(C=CC1OCC1=NC=CC=C1)NC1=C2C(=NC=N1)NN=C2OCCN2C[C@H](CC2)O ((3S)-1-{2-[(4-{[3-chloro-4-(pyridin-2-ylmethoxy)phenyl]amino}-1H-pyrazolo[3,4-d]pyrimidin-3-yl)oxy]ethyl}pyrrolidin-3-ol). The yield is 17.0%. RXN SMILES: Cl[CH2:2][CH2:3][O:4][C:5]1[C:13]2[C:8](=[N:9][CH:10]=[N:11][C:12]=2[NH:14][C:15]2[CH:20]=[CH:19][C:18]([O:21][CH2:22][C:23]3[CH:28]=[CH:27][CH:26]=[CH:25][N:24]=3)=[C:17]([Cl:29])[CH:16]=2)[NH:7][N:6]=1.[NH:30]1[CH2:34][CH2:33][C@H:32]([OH:35])[CH2:31]1>>[Cl:29][C:17]1[CH:16]=[C:15]([NH:14][C:12]2[N:11]=[CH:10][N:9]=[C:8]3[NH:7][N:6]=[C:5]([O:4][CH2:3][CH2:2][N:30]4[CH2:34][CH2:33][C@H:32]([OH:35])[CH2:31]4)[C:13]=23)[CH:20]=[CH:19][C:18]=1[O:21][CH2:22][C:23]1[CH:28]=[CH:27][CH:26]=[CH:25][N:24]=1. Procedure: The procedure described in Example 23 was repeated using 3-(2-chloroethoxy)-N-[3-chloro-4-(pyridin-2-ylmethoxy)phenyl]-1H-pyrazolo[3,4-d]pyrimidin-4-amine and (S)-3-pyrrolidinol to give the title compound in 17% yield; NMR Spectrum: 1.50-1.54 (m, 1H), 1.91-1.96 (m, 1H), 2.40 (dd, 1H), 2.55 (dd, 1H), 2.66 (dd, 1H), 2.80-2.89 (m, 3H), 4.16 (br s, 1H), 4.40 (t, 2H), 4.69 (br s, 1H), 5.28 (s, 2H), 7.24 (d, 1H), 7.37 (t, 1H), 7.55-7.58 (m, 2H), 7.87 (t, 1H), 7.92 (d, 1H), 8.29 (s, 1H), 8.45 (s, 1H), ...